The task is: describe an organic reaction: reactants, conditions, products, and yield. This data is from the Open Reaction Database (ORD), a public repository of structured organic reaction records. Starting materials: OC1CN(CCC1(OC)OC)C(=O)OC(C)(C)C (tert-Butyl 3-hydroxy-4,4-dimethoxypiperidine-1-carboxylate), C1(=CC=C(C=C1)S(=O)(=O)O)C (p-toluene sulfonic acid). The solvent is CC(=O)C (acetone). Reaction conditions: time 3 day. Yields the product OC1CN(CCC1=O)C(=O)OC(C)(C)C (tert-Butyl 3-hydroxy-4-oxopiperidine-1-carboxylate). Isolated yield 107.9%. RXN SMILES: [OH:1][CH:2]1[C:7](OC)([O:8]C)[CH2:6][CH2:5][N:4]([C:12]([O:14][C:15]([CH3:18])([CH3:17])[CH3:16])=[O:13])[CH2:3]1.C1(C)C=CC(S(O)(=O)=O)=CC=1>CC(C)=O>[OH:1][CH:2]1[C:7](=[O:8])[CH2:6][CH2:5][N:4]([C:12]([O:14][C:15]([CH3:18])([CH3:17])[CH3:16])=[O:13])[CH2:3]1. Reported procedure: tert-Butyl 3-hydroxy-4,4-dimethoxypiperidine-1-carboxylate from Example 44A (5.24 g, 20.1 mmol) was dissolved in acetone (100 mL), and p-toluene sulfonic acid (173 mg, 1.00 mmol) was added. The mixture was stirred at rt for 3 days, then filtered, and the filtrate was concentrated. The residue was dissolved in tert-butyl methyl ether and extracted with satd. aqueous sodium bicarbonate solution. The organic layer was dried over sodium sulfate, and the solvent was removed in vacuo to yield 4.67 g o... Starting materials: Cc1ccccc1, O=Cc1cncnc1, NS(=O)(=O)c1ccc(Cl)cc1. Product: O=S(=O)(N=Cc1cncnc1)c1ccc(Cl)cc1. As a reaction SMILES: [CH3:20][c:21]1[cH:22][cH:23][cH:24][cH:25][cH:26]1.[CH:1](=[O:2])[c:3]1[cH:4][n:5][cH:6][n:7][cH:8]1.[Cl:9][c:10]1[cH:11][cH:12][c:13]([S:16](=[O:17])(=[O:18])[NH2:19])[cH:14][cH:15]1>>[CH:1]([c:3]1[cH:4][n:5][cH:6][n:7][cH:8]1)=[N:19][S:16]([c:13]1[cH:12][cH:11][c:10]([Cl:9])[cH:15][cH:14]1)(=[O:17])=[O:18]. Reactants: N(=O)[O-].[Na+] (sodium nitrite), S(=O)([O-])[O-].[Na+].[Na+] (sodium sulfite), Cl (hydrochloric acid), NC1=CC=CC=2CC(OC21)C (7-amino-2,3-dihydro-2-methylbenzofuran), S(=O)([O-])S(=O)[O-].[Na+].[Na+] (sodium dithionite), [Cl-].[K+] (potassium chloride). The solvent is O (water), O (water), O (water), O (water). Conditions: time 1 hour. Yields the product N(N)C1=CC=CC=2CC(OC21)C (7-hydrazino-2,3-dihydro-2-methylbenzofuran). Reaction SMILES: Cl.[NH2:2][C:3]1[C:11]2[O:10][CH:9]([CH3:12])[CH2:8][C:7]=2[CH:6]=[CH:5][CH:4]=1.[N:13]([O-])=O.[Na+].S([O-])([O-])=O.[Na+].[Na+].S(S([O-])=O)([O-])=O.[Na+].[Na+].[Cl-].[K+]>O>[NH:2]([C:3]1[C:11]2[O:10][CH:9]([CH3:12])[CH2:8][C:7]=2[CH:6]=[CH:5][CH:4]=1)[NH2:13] |f:2.3,4.5.6,7.8.9,10.11|. Reported procedure: A mixture of 157 ml of concentrated hydrochloric acid and 66.1 g of 1C was stirred at room temperature for one hour, then 485 ml of water was added. The mixture was warmed to 70° C., then allowed to cool and stand at room temperature for 18 hours, then cooled to 5° C., while a solution of 33.7 g of sodium nitrite in 48 ml of water was added drop-by-drop (over 20 minutes). The resulting solution was stirred at 5° C. for 1 hour, then added drop-by-drop (over 10 minutes) to a stirred mixture of 393... Reactants: CN(C(=O)C1CC(C2=C(S1)OC=C2)=O)C (N,N-dimethyl-4-oxo-5,6-dihydro-4H-furano[2,3-b]thiopyran-6-carboxamide). Solvent: O1CCCC1 (tetrahydrofuran). The product is CN(C)CC1CCC2=C(S1)OC=C2 (5,6-Dihydro-6-dimethylaminomethyl-4H-furano[2,3-b]thiopyran). Reaction SMILES: [CH3:1][N:2]([CH3:15])[C:3]([CH:5]1[S:10][C:9]2[O:11][CH:12]=[CH:13][C:8]=2[C:7](=O)[CH2:6]1)=O>O1CCCC1>[CH3:15][N:2]([CH2:3][CH:5]1[S:10][C:9]2[O:11][CH:12]=[CH:13][C:8]=2[CH2:7][CH2:6]1)[CH3:1]. Reported procedure: To a stirring, refluxing solution of N,N-dimethyl-4-oxo-5,6-dihydro-4H-furano[2,3-b]thiopyran-6-carboxamide (7.1 g, 0.0314 mol) in tetrahydrofuran (150 ml) was added dropwise borane-dimethyl sulfide complex (9.4 ml, 0.014 mol). The reaction was then stirred at reflux for 3 hr. when 6NHCl (25 ml) was added slowly and the reaction was heated at reflux for a further 1/2 hr. Most of the tetrahydrofuran was removed in vacuo and the residue was diluted with 6N HCl (50 ml) and heated again for 1/2 hr. ... Reactants: CN(C)CC1(C2(O)CCCCC2)Cc2cc3c(cc21)N(S(C)(=O)=O)CC3, [Cl-], N, [NH4+], [Na], C1CCOC1. Yields the product CN(C)CC1(C2(O)CCCCC2)Cc2cc3c(cc21)NCC3. RXN SMILES: [CH3:2][N:3]([CH3:4])[CH2:5][C:6]1([C:21]2([OH:27])[CH2:22][CH2:23][CH2:24][CH2:25][CH2:26]2)[CH2:7][c:8]2[cH:9][c:10]3[c:14]([cH:15][c:16]21)[N:13]([S:17]([CH3:18])(=[O:19])=[O:20])[CH2:12][CH2:11]3.[Cl-:29].[NH3:1].[NH4+:30].[Na:28].[O:31]1[CH2:32][CH2:33][CH2:34][CH2:35]1>>[CH3:2][N:3]([CH3:4])[CH2:5][C:6]1([C:21]2([OH:27])[CH2:22][CH2:23][CH2:24][CH2:25][CH2:26]2)[CH2:7][c:8]2[cH:9][c:10]3[c:14]([cH:15][c:16]21)[NH:13][CH2:12][CH2:11]3. The reactants are COC(=O)C1(CCCCC1)CC=O (1-(2-oxo-ethyl)-cyclohexanecarboxylic acid methyl ester), COC(=O)C1(CCCCC1)CC=O (1-(2-oxo-ethyl)-cyclohexanecarboxylic acid methyl ester), C[C@@H]1N(CCC1)C1C[C@H](CC1)C1=CC=C(C=C1)N (4-[(S)-3-((S)-2-methyl-pyrrolidin-1-yl)-cyclopentyl]-phenylamine), C[C@@H]1N(CCC1)C1C[C@H](CC1)C1=CC=C(C=C1)N (4-[(S)-3-((S)-2-methyl-pyrrolidin-1-yl)-cyclopentyl]-phenylamine). Product: C[C@@H]1N(CCC1)C1C[C@H](CC1)C1=CC=C(C=C1)N1C(C2(CC1)CCCCC2)=O (2-{4-[(S)-3-((S)-2-Methyl-pyrrolidin-1-yl)-cyclopentyl]-phenyl}-2-aza-spiro[4.5]decan-1-one). Reaction SMILES: CO[C:3]([C:5]1([CH2:11][CH:12]=O)[CH2:10][CH2:9][CH2:8][CH2:7][CH2:6]1)=[O:4].[CH3:14][C@H:15]1[CH2:19][CH2:18][CH2:17][N:16]1[CH:20]1[CH2:24][CH2:23][C@H:22]([C:25]2[CH:30]=[CH:29][C:28]([NH2:31])=[CH:27][CH:26]=2)[CH2:21]1>>[CH3:14][C@H:15]1[CH2:19][CH2:18][CH2:17][N:16]1[CH:20]1[CH2:24][CH2:23][C@H:22]([C:25]2[CH:30]=[CH:29][C:28]([N:31]3[CH2:12][CH2:11][C:5]4([CH2:10][CH2:9][CH2:8][CH2:7][CH2:6]4)[C:3]3=[O:4])=[CH:27][CH:26]=2)[CH2:21]1. Procedure: The title compound was synthesized in the manner essentially the same as the Example 1 by condensing 1-(2-oxo-ethyl)-cyclohexanecarboxylic acid methyl ester (Intermediate 6) with 4-[(S)-3-((S)-2-methyl-pyrrolidin-1-yl)-cyclopentyl]-phenylamine (Intermediate 14), and subsequently cyclization. Starting materials: [BH4-], CO, Nc1ccc(C(=O)N2CCC(C(=O)c3ccc(F)cc3)CC2)cc1, [Na+]. Product: Nc1ccc(C(=O)N2CCC(C(O)c3ccc(F)cc3)CC2)cc1. As a reaction SMILES: [BH4-:1].[CH3:27][OH:28].[NH2:3][c:4]1[cH:5][cH:6][c:7]([C:8](=[O:9])[N:10]2[CH2:11][CH2:12][CH:13]([C:16]([c:17]3[cH:18][cH:19][c:20]([F:23])[cH:21][cH:22]3)=[O:24])[CH2:14][CH2:15]2)[cH:25][cH:26]1.[Na+:2]>>[NH2:3][c:4]1[cH:5][cH:6][c:7]([C:8](=[O:9])[N:10]2[CH2:11][CH2:12][CH:13]([CH:16]([c:17]3[cH:18][cH:19][c:20]([F:23])[cH:21][cH:22]3)[OH:24])[CH2:14][CH2:15]2)[cH:25][cH:26]1.